describe an organic reaction: reactants, conditions, products, and yield From a dataset of the Open Reaction Database (ORD), a public repository of structured organic reaction records. The reactants are CC(=O)Oc1ccc(C(=O)c2ccc(CSc3nc4scc(C)c4c(=O)n3C)cc2)cc1, C1CCOC1. The product is Cc1csc2nc(SCc3ccc(C(=O)c4ccc(O)cc4)cc3)n(C)c(=O)c12. As a reaction SMILES: [C:1](=[O:2])([CH3:3])[O:4][c:5]1[cH:6][cH:7][c:8]([C:9](=[O:10])[c:11]2[cH:12][cH:13][c:14]([CH2:15][S:16][c:17]3[n:18]([CH3:28])[c:19](=[O:27])[c:20]4[c:21]([n:22]3)[s:23][cH:24][c:25]4[CH3:26])[cH:29][cH:30]2)[cH:31][cH:32]1.[O:33]1[CH2:34][CH2:35][CH2:36][CH2:37]1>>[OH:4][c:5]1[cH:6][cH:7][c:8]([C:9](=[O:10])[c:11]2[cH:12][cH:13][c:14]([CH2:15][S:16][c:17]3[n:18]([CH3:28])[c:19](=[O:27])[c:20]4[c:21]([n:22]3)[s:23][cH:24][c:25]4[CH3:26])[cH:29][cH:30]2)[cH:31][cH:32]1. Starting materials: CI, CN(C)C=O, CN(C)C=C1N=C(c2ccccc2Cl)c2cc(Cl)ccc2NC1=O. Yields the product CN(C)C=C1N=C(c2ccccc2Cl)c2cc(Cl)ccc2N(C)C1=O. Reaction SMILES: [CH3:25][I:26].[CH3:27][N:28]([CH3:29])[CH:30]=[O:31].[Cl:1][c:2]1[cH:3][cH:4][c:5]2[c:6]([cH:24]1)[C:7]([c:17]1[c:18]([Cl:23])[cH:19][cH:20][cH:21][cH:22]1)=[N:8][C:9](=[CH:13][N:14]([CH3:15])[CH3:16])[C:10](=[O:12])[NH:11]2>>[Cl:1][c:2]1[cH:3][cH:4][c:5]2[c:6]([cH:24]1)[C:7]([c:17]1[c:18]([Cl:23])[cH:19][cH:20][cH:21][cH:22]1)=[N:8][C:9](=[CH:13][N:14]([CH3:15])[CH3:16])[C:10](=[O:12])[N:11]2[CH3:25]. The reactants are C1(C=CC(C=C1)=O)=O (benzoquinone), C(C(=C)C)(=O)OCC=C (allyl methacrylate), Cl[SiH](C)C (chlorodimethylsilane), Cl[SiH](C)C (Chlorodimethylsilane). Reagents/catalysts: [H+].[H+].Cl[Pt-2](Cl)(Cl)(Cl)(Cl)Cl (hexachloroplatinic acid). Conditions: temperature 60 celsius. The product is C(C(=C)C)(=O)OCC=C (allyl methacrylate), C(C(=C)C)(=O)OCCC[Si](C)(C)Cl (3-(chlorodimethylsilyl)propyl methacrylate). Isolated yield 81.0%. Reaction SMILES: C1(=O)C=CC(=O)C=C1.[Cl:9][SiH:10]([CH3:12])[CH3:11].[C:13]([O:18][CH2:19][CH:20]=[CH2:21])(=[O:17])[C:14]([CH3:16])=[CH2:15]>[H+].[H+].Cl[Pt-2](Cl)(Cl)(Cl)(Cl)Cl>[C:13]([O:18][CH2:19][CH:20]=[CH2:21])(=[O:17])[C:14]([CH3:16])=[CH2:15].[C:13]([O:18][CH2:19][CH2:20][CH2:21][Si:10]([Cl:9])([CH3:12])[CH3:11])(=[O:17])[C:14]([CH3:16])=[CH2:15] |f:3.4.5|. Procedure: A mixture of 40 milligrams of hexachloroplatinic acid and 1.0 gram of benzoquinone in 25 grams of allyl methacrylate was heated under anhydrous conditions in an oil bath to 60° C. Chlorodimethylsilane (24 milliliters) was then added slowly by a syringe. The hydrosilylation reaction was exothermic and the chlorodimethylsilane was added at a rate to maintain the temperature of the reaction between 58° C. and 62° C. Distillation of the reaction mixture afforded 4.8 grams of allyl methacrylate and 2... Reactants: NCC1=NN(C(C2=CC=CC=C12)=O)NC(CC1=CC=C(C=C1)Cl)=O (N-[4-(aminomethyl)-1-oxophthalazin-2(1H)-yl]-2-(4-chlorophenyl)acetamide), CC1=CC=C(C=C1)S(=O)(=O)Cl (4-methylbenzene-1-sulfonyl chloride). Product: ClC1=CC=C(C=C1)CC(=O)NN1C(C2=CC=CC=C2C(=N1)CNS(=O)(=O)C1=CC=C(C=C1)C)=O (2-(4-chlorophenyl)-N-[4-({[(4-methylphenyl)sulfonyl]amino}methyl)-1-oxophthalazin-2(1H)-yl]acetamide). Reaction SMILES: [NH2:1][CH2:2][C:3]1[C:12]2[C:7](=[CH:8][CH:9]=[CH:10][CH:11]=2)[C:6](=[O:13])[N:5]([NH:14][C:15](=[O:24])[CH2:16][C:17]2[CH:22]=[CH:21][C:20]([Cl:23])=[CH:19][CH:18]=2)[N:4]=1.[CH3:25][C:26]1[CH:31]=[CH:30][C:29]([S:32](Cl)(=[O:34])=[O:33])=[CH:28][CH:27]=1>>[Cl:23][C:20]1[CH:19]=[CH:18][C:17]([CH2:16][C:15]([NH:14][N:5]2[N:4]=[C:3]([CH2:2][NH:1][S:32]([C:29]3[CH:30]=[CH:31][C:26]([CH3:25])=[CH:27][CH:28]=3)(=[O:34])=[O:33])[C:12]3[C:7](=[CH:8][CH:9]=[CH:10][CH:11]=3)[C:6]2=[O:13])=[O:24])=[CH:22][CH:21]=1. Reported procedure: The product from Example 42 and 4-methylbenzene-1-sulfonyl chloride were processed using a method similar to that described in Example 4C to afford the title compound. 1H NMR (300 MHz, DMSO-d6) δ ppm 11.53-11.64 (bs, 1H), 8.19-8.33 (bs, 1H), 8.23 (ddd, J=7.8, 1.5, 0.6 Hz, 1H), 8.06 (ddd, J=8.1, 1.4, 0.7 Hz, 1H), 7.95 (ddd, J=8.0, 7.2, 1.5 Hz, 1H), 7.87 (ddd, J=7.9, 7.2, 1.3 Hz, 1H), 7.57-7.61 (m, 2H), 7.33-7.49 (m, 4H), 7.21-7.25 (m, 2H), 4.22-4.24 (m, 2H), 3.69 (s, 2H), 2.31 (s, 3H); MS (ESI+) ...